From a dataset of the Open Reaction Database (ORD), a public repository of structured organic reaction records. describe an organic reaction: reactants, conditions, products, and yield The reactants are O (water), solution, FC1=CC=C(C=C1)[Mg]Cl (4-fluorophenyl magnesium chloride), FC1=NC=C(C(=O)Cl)C=C1 (6-fluoronicotinoyl chloride). Run in CCOCC (ether), CCOCC (ether). The product is FC1=CC=C(C=C1)C(=O)C=1C=NC(=CC1)F ((4-Fluorophenyl)(6-fluoro-3-pyridinyl)methanone), solid. Isolated yield 50.0%. Reaction SMILES: [F:1][C:2]1[CH:7]=[CH:6][C:5]([Mg]Cl)=[CH:4][CH:3]=1.[F:10][C:11]1[CH:19]=[CH:18][C:14]([C:15](Cl)=[O:16])=[CH:13][N:12]=1.O>CCOCC>[F:1][C:2]1[CH:7]=[CH:6][C:5]([C:15]([C:14]2[CH:13]=[N:12][C:11]([F:10])=[CH:19][CH:18]=2)=[O:16])=[CH:4][CH:3]=1. Procedure: A 2 M solution of 4-fluorophenyl magnesium chloride (7 ml, 14 mmol) was slowly added at −30° C. to a solution of 6-fluoronicotinoyl chloride (3.35 g, 21 mmol,) in ether (30 ml). After complete addition, the cooling bath was removed and the reaction was allowed to reach 10° C. Hydrolysis was performed by addition of water, and the mixture is then diluted with ether. After separation of the layers, the ether solution was washed with brine, dried over Na2SO4 and evaporated in vacuum to yield a yell... Reactants: ClC1=NC(=CC(=C1)C(C[C@@H](C1=C(C=CC=C1)C)C1=CC=C(C=C1)C1=CC=C(C=C1)C(=O)O)=O)Cl ((R)-4′-(3-(2,6-dichloropyridin-4-yl)-3-oxo-1-o-tolylpropyl)biphenyl-4-carboxylic acid), Cl.NO (hydroxylamine hydrochloride), C(=O)(O)[O-].[Na+] (NaHCO3). Product: ClC1=NC(=CC(=C1)/C(/C[C@@H](C1=C(C=CC=C1)C)C1=CC=C(C=C1)C1=CC=C(C=C1)C(=O)O)=N/O)Cl ((E,R)-4′-(3-(2,6-Dichloropyridin-4-yl)-3-(hydroxyimino)-1-o-tolylpropyl)biphenyl-4-carboxylic acid). RXN SMILES: [Cl:1][C:2]1[CH:7]=[C:6]([C:8](=O)[CH2:9][C@H:10]([C:18]2[CH:23]=[CH:22][C:21]([C:24]3[CH:29]=[CH:28][C:27]([C:30]([OH:32])=[O:31])=[CH:26][CH:25]=3)=[CH:20][CH:19]=2)[C:11]2[CH:16]=[CH:15][CH:14]=[CH:13][C:12]=2[CH3:17])[CH:5]=[C:4]([Cl:34])[N:3]=1.Cl.[NH2:36][OH:37].C([O-])(O)=O.[Na+]>>[Cl:34][C:4]1[CH:5]=[C:6](/[C:8](=[N:36]/[OH:37])/[CH2:9][C@H:10]([C:18]2[CH:23]=[CH:22][C:21]([C:24]3[CH:25]=[CH:26][C:27]([C:30]([OH:32])=[O:31])=[CH:28][CH:29]=3)=[CH:20][CH:19]=2)[C:11]2[CH:16]=[CH:15][CH:14]=[CH:13][C:12]=2[CH3:17])[CH:7]=[C:2]([Cl:1])[N:3]=1 |f:1.2,3.4|. Procedure details: In analogy to example 132, step 6, from (R)-4′-(3-(2,6-dichloropyridin-4-yl)-3-oxo-1-o-tolylpropyl)biphenyl-4-carboxylic acid and hydroxylamine hydrochloride in the presence of NaHCO3 was prepared the title compound as an off-white foam, MS (ESI−): m/z=503.09 ([M−H]−, 1Cl).